This data is from the Open Reaction Database (ORD), a public repository of structured organic reaction records. The task is: describe an organic reaction: reactants, conditions, products, and yield Reported procedure: 5-Amino-3-ethoxycarbonylmethyl-6-fluoro-2(3H)benzothiazolone (140 mg) and 3,4,5,6-tetrahydrophthalic anhydride (90 mg) were suspended in acetic acid (3 ml), and the resultant suspension was heated under reflux for 5 hours. After being allowed to cool, water was added thereto, and the resultant mixture was extracted with ethyl acetate. The extract ws washed with water and sodium bicarbonte solution, dried and concentrated. The residue was purified by silica gel thin layer chromatography with a mi... The yield is 19.1%. RXN SMILES: [NH2:1][C:2]1[C:3]([F:18])=[CH:4][C:5]2[S:9][C:8](=[O:10])[N:7]([CH2:11][C:12]([O:14][CH2:15][CH3:16])=[O:13])[C:6]=2[CH:17]=1.[C:19]1(=O)[O:24][C:22](=[O:23])[C:21]2[CH2:25][CH2:26][CH2:27][CH2:28][C:20]1=2.O>C(O)(=O)C>[CH2:15]([O:14][C:12]([CH2:11][N:7]1[C:6]2[CH:17]=[C:2]([N:1]3[C:22](=[O:23])[C:21]4[CH2:25][CH2:26][CH2:27][CH2:28][C:20]=4[C:19]3=[O:24])[C:3]([F:18])=[CH:4][C:5]=2[S:9][C:8]1=[O:10])=[O:13])[CH3:16]. Yields the product C(C)OC(=O)CN1C(SC2=C1C=C(C(=C2)F)N2C(C=1CCCCC1C2=O)=O)=O (2-[3-ethoxycarbonylmethyl-6-fluoro-2(3H)-benzothiazolon-5-yl]4,5,6,7-tetrahydro-2H-isoindole-1,3-dione). The reactants are NC=1C(=CC2=C(N(C(S2)=O)CC(=O)OCC)C1)F (5-Amino-3-ethoxycarbonylmethyl-6-fluoro-2(3H)benzothiazolone), O (water), C1(C2=C(C(=O)O1)CCCC2)=O (3,4,5,6-tetrahydrophthalic anhydride), resultant suspension. Solvent: C(C)(=O)O (acetic acid).